Dataset: the Open Reaction Database (ORD), a public repository of structured organic reaction records. Task: describe an organic reaction: reactants, conditions, products, and yield Starting materials: CC=1C=C(C=CC1C)NC1=C(N(C(C2=CC=CC=C12)=O)C)C(=O)OC (methyl 4-[(3,4-dimethylphenyl)amino]-2-methyl-1-oxo-1,2-dihydro-3-isoquinolinecarboxylate), [H-].[Na+] (sodium hydride), Cl.O (HCl water), CI (methyl iodide). Run in CN(C)C=O (DMF). Reaction conditions: time 18 hour. Yields the product CC=1C=C(C=CC1C)N(C1=C(N(C(C2=CC=CC=C12)=O)C)C(=O)OC)C (Methyl 4-[(3,4-dimethylphenyl)(methyl)amino]-2-methyl-1-oxo-1,2-dihydro-3-isoquinolinecarboxylate). The yield is 94.7%. RXN SMILES: [CH3:1][C:2]1[CH:3]=[C:4]([NH:9][C:10]2[C:19]3[C:14](=[CH:15][CH:16]=[CH:17][CH:18]=3)[C:13](=[O:20])[N:12]([CH3:21])[C:11]=2[C:22]([O:24][CH3:25])=[O:23])[CH:5]=[CH:6][C:7]=1[CH3:8].[H-].[Na+].[CH3:28]I.Cl.O>CN(C=O)C>[CH3:1][C:2]1[CH:3]=[C:4]([N:9]([CH3:28])[C:10]2[C:19]3[C:14](=[CH:15][CH:16]=[CH:17][CH:18]=3)[C:13](=[O:20])[N:12]([CH3:21])[C:11]=2[C:22]([O:24][CH3:25])=[O:23])[CH:5]=[CH:6][C:7]=1[CH3:8] |f:1.2,4.5|. Procedure details: To a solution of methyl 4-[(3,4-dimethylphenyl)amino]-2-methyl-1-oxo-1,2-dihydro-3-isoquinolinecarboxylate (2.03 g, 6.03 mmol) in DMF (40 mL) at 0° C. was added sodium hydride (0.362 g, 9.05 mmol) followed by methyl iodide (5.66 mL, 91 mmol). The mixture was stirred at room temperature for 18 hours. 1M HCl/water was added and the mixture was extracted with EtOAc. The organic phase was washed with brine, dried over sodium sulfate and evaporated in vacuo. The crude product was purified on silica u... Reactants: O (water), C(C)S(=O)(=O)N (ethanesulfonamide), ClC1=NC=C(C=C1[N+](=O)[O-])C(F)(F)F (2-chloro-3-nitro-5-trifluoromethylpyridine), [H-].[Na+] (sodium hydride). Run in O1CCCC1 (tetrahydrofuran). Product: [N+](=O)([O-])C=1C(=NC=C(C1)C(F)(F)F)NS(=O)(=O)CC (N-(3-nitro-5-trifluoromethyl-2-pyridyl)ethanesulfonamide). Isolated yield 54.5%. As a reaction SMILES: [CH2:1]([S:3]([NH2:6])(=[O:5])=[O:4])[CH3:2].[H-].[Na+].Cl[C:10]1[C:15]([N+:16]([O-:18])=[O:17])=[CH:14][C:13]([C:19]([F:22])([F:21])[F:20])=[CH:12][N:11]=1.O>O1CCCC1>[N+:16]([C:15]1[C:10]([NH:6][S:3]([CH2:1][CH3:2])(=[O:5])=[O:4])=[N:11][CH:12]=[C:13]([C:19]([F:22])([F:20])[F:21])[CH:14]=1)([O-:18])=[O:17] |f:1.2|. Procedure details: 3.1 g of ethanesulfonamide was dissolved in 50 ml of dry tetrahydrofuran, and 1.2 g of 60% sodium hydride was added thereto under cooling with ice. After completion of the addition, the mixture was reacted for one hour under reflux. After cooling, 5.0 g of 2-chloro-3-nitro-5-trifluoromethylpyridine was added thereto, and then the mixture was reacted for 7 hours under reflux. After completion of the reaction, the reaction product was poured into 200 ml of water. Undissolved materials in water wer...